From a dataset of the Open Reaction Database (ORD), a public repository of structured organic reaction records. describe an organic reaction: reactants, conditions, products, and yield Reactants: CC(C)(C)OC(=O)NC(C(=O)N1CCCC1C(=O)NC1CC(=O)OC1OCc1ccccc1)C(C)(C)C, ClCCCl, CCN(C(C)C)C(C)C, ClCCl, O=C(O)C(F)(F)F, Nc1ccc(C(=O)O)cc1Cl, On1nnc2ccccc21. The product is CC(C)(C)C(NC(=O)c1ccc(N)c(Cl)c1)C(=O)N1CCCC1C(=O)NC1CC(=O)OC1OCc1ccccc1. As a reaction SMILES: [C:1]([CH3:3])([CH3:4])([O:5][C:6](=[O:2])[NH:7][CH:8]([C:9]([CH3:10])([CH3:11])[CH3:12])[C:13](=[O:14])[N:15]1[CH:16]([C:20]([NH:21][CH:22]2[CH:23]([O:28][CH2:29][c:30]3[cH:31][cH:32][cH:33][cH:34][cH:35]3)[O:24][C:25](=[O:27])[CH2:26]2)=[O:36])[CH2:17][CH2:18][CH2:19]1)[CH3:37].[CH2:75]([Cl:76])[CH2:77][Cl:78].[CH:45]([N:46]([CH2:47][CH3:48])[CH:49]([CH3:50])[CH3:51])([CH3:52])[CH3:53].[Cl:79][CH2:80][Cl:81].[F:38][C:39]([F:40])([F:41])[C:42]([OH:43])=[O:44].[NH2:54][c:55]1[c:56]([Cl:64])[cH:57][c:58]([C:59]([OH:60])=[O:61])[cH:62][cH:63]1.[OH:65][n:66]1[c:67]2[c:68]([cH:69][cH:70][cH:71][cH:72]2)[n:73][n:74]1>>[O:5]=[C:6]([NH:7][CH:8]([C:9]([CH3:10])([CH3:11])[CH3:12])[C:13](=[O:14])[N:15]1[CH:16]([C:20]([NH:21][CH:22]2[CH:23]([O:28][CH2:29][c:30]3[cH:31][cH:32][cH:33][cH:34][cH:35]3)[O:24][C:25](=[O:27])[CH2:26]2)=[O:36])[CH2:17][CH2:18][CH2:19]1)[c:58]1[cH:57][c:56]([Cl:64])[c:55]([NH2:54])[cH:63][cH:62]1. Reactants: Cl (hydrogen chloride), N1=C(C=CC=C1)NC1=C(C=CC=C1)N (N-(2-pyridyl)-o-phenylenediamine), FC1=C(/C=C/C(=O)Cl)C(=CC=C1)F ((E)-2,6-difluorocinnamoyl chloride), N1=C(C=CC=C1)N1C(=NC2=C1C=CC=C2)\C=C\C2=CC=CC=C2 ((E)-1-(2-pyridyl)-2-styryl-1H-benzimidazole). The solvent is CO (methanol). Yields the product Cl.FC1=C(/C=C/C2=NC3=C(N2C2=NC=CC=C2)C=CC=C3)C(=CC=C1)F ((E)-2-(2.6-Difluorostyryl)-1-(2-pyridyl)-1H-benzimidazole hydrochloride). RXN SMILES: [N:1]1[CH:6]=[CH:5][CH:4]=[CH:3][C:2]=1[NH:7][C:8]1[CH:13]=[CH:12][CH:11]=[CH:10][C:9]=1[NH2:14].[F:15][C:16]1[CH:26]=[CH:25][CH:24]=[C:23]([F:27])[C:17]=1/[CH:18]=[CH:19]/[C:20]([Cl:22])=O.N1C=CC=CC=1N1C2C=CC=CC=2N=C1/C=C/C1C=CC=CC=1.Cl>CO>[ClH:22].[F:15][C:16]1[CH:26]=[CH:25][CH:24]=[C:23]([F:27])[C:17]=1/[CH:18]=[CH:19]/[C:20]1[N:7]([C:2]2[CH:3]=[CH:4][CH:5]=[CH:6][N:1]=2)[C:8]2[CH:13]=[CH:12][CH:11]=[CH:10][C:9]=2[N:14]=1 |f:5.6|. Procedure details: To a solution of (E)-2,6-difluorocinnamic acid (331 mg, 1.8 mmol) in benzene (10 ml) was added thionyl chloride (0.5 ml) and the mixture was heated to reflux for 60 min. Volatiles were removed by evaporation to give crude (E)-2,6-difluorocinnamoyl chloride. Free base of the titled compound was prepared from N-(2-pyridyl)-o-phenylenediamine (250 mg, 1.4 mmol) and (E)-2,6-difluorocinnamoyl chloride obtained as above according to the preparation of (E)-1-(2-pyridyl)-2-styryl-1H-benzimidazole (Examp... The reactants are IC1=C(C(=C(C(=C1N(C(C)=O)C)I)N(C(C)=O)C)I)C1=CC(=C(C(=C1)[N+](=O)[O-])C(=O)O)[N+](=O)[O-] (2′,4′,6′-triiodo-3′,5′-bis(N-methylacetamido)-3,5-dinitrobiphenyl-4-carboxylic acid), C(C)(=O)OC1[C@H](N)[C@@H](OC(C)=O)[C@H](OC(C)=O)[C@H](O1)COC(C)=O (1,3,4,6-tetra-O-acetyl-D-glucosamine), Cl.CN(CCCN=C=NCC)C (1-[3-(dimethylamino)propyl]-3-ethylcarbodiimide hydrochloride). The product is [N+](=O)([O-])C1=C(C(=O)C2(OC(C)=O)[C@H](N)[C@@H](OC(C)=O)[C@H](OC(C)=O)[C@H](O2)COC(C)=O)C(=CC(=C1)C1=C(C(=C(C(=C1I)N(C(C)=O)C)I)N(C(C)=O)C)I)[N+](=O)[O-] (2,6-dinitro-4-[3′,5′-bis(N-methylacetamido)-2′,4′,6′-triiodophenyl]-benzoyl-1,3,4,6-tetra-O-acetyl-D-glucosamine). As a reaction SMILES: [I:1][C:2]1[C:7]([N:8]([CH3:12])[C:9](=[O:11])[CH3:10])=[C:6]([I:13])[C:5]([N:14]([CH3:18])[C:15](=[O:17])[CH3:16])=[C:4]([I:19])[C:3]=1[C:20]1[CH:25]=[C:24]([N+:26]([O-:28])=[O:27])[C:23]([C:29](O)=[O:30])=[C:22]([N+:32]([O-:34])=[O:33])[CH:21]=1.[C:35]([O:38][CH:39]1[O:53][C@H:52]([CH2:54][O:55][C:56](=[O:58])[CH3:57])[C@@H:47]([O:48][C:49](=[O:51])[CH3:50])[C@H:42]([O:43][C:44](=[O:46])[CH3:45])[C@H:40]1[NH2:41])(=[O:37])[CH3:36].Cl.CN(C)CCCN=C=NCC>>[N+:32]([C:22]1[CH:21]=[C:20]([C:3]2[C:4]([I:19])=[C:5]([N:14]([CH3:18])[C:15](=[O:17])[CH3:16])[C:6]([I:13])=[C:7]([N:8]([CH3:12])[C:9](=[O:11])[CH3:10])[C:2]=2[I:1])[CH:25]=[C:24]([N+:26]([O-:28])=[O:27])[C:23]=1[C:29]([C:39]1([O:53][C@H:52]([CH2:54][O:55][C:56](=[O:58])[CH3:57])[C@@H:47]([O:48][C:49](=[O:51])[CH3:50])[C@H:42]([O:43][C:44](=[O:46])[CH3:45])[C@H:40]1[NH2:41])[O:38][C:35](=[O:37])[CH3:36])=[O:30])([O-:34])=[O:33] |f:2.3|. Reported procedure: 2′,4′,6′-triiodo-3′,5′-bis(N-methylacetamido)-3,5-dinitrobiphenyl-4-carboxylic acid (14) is coupled with 1,3,4,6-tetra-O-acetyl-D-glucosamine in the presence of 1-[3-(dimethylamino)propyl]-3-ethylcarbodiimide hydrochloride and N-hydrosuccinamide to yield 2,6-dinitro-4-[3′,5′-bis(N-methylacetamido)-2′,4′,6′-triiodophenyl]-benzoyl-1,3,4,6-tetra-O-acetyl-D-glucosamine. The protecting acetyl groups on the glucosamine moiety are removed by treatment with sodium carbonate in methanol to yield 2,6-dini... The reactants are [BH4-], CO, O=Cc1cccc(Sc2ccc(C(F)(F)F)cc2)c1, [Na+]. The product is OCc1cccc(Sc2ccc(C(F)(F)F)cc2)c1. RXN SMILES: [BH4-:20].[CH3:22][OH:23].[F:1][C:2]([c:3]1[cH:4][cH:5][c:6]([S:9][c:10]2[cH:11][c:12]([CH:13]=[O:14])[cH:15][cH:16][cH:17]2)[cH:7][cH:8]1)([F:18])[F:19].[Na+:21]>>[F:1][C:2]([c:3]1[cH:4][cH:5][c:6]([S:9][c:10]2[cH:11][c:12]([CH2:13][OH:14])[cH:15][cH:16][cH:17]2)[cH:7][cH:8]1)([F:18])[F:19]. Starting materials: CC=1SC(=C(N1)CC)C(=O)O (2-methyl-4-ethylthiazole-5carboxylic acid), C(=O)(Cl)Cl (phosgene). Solvent: C1(=CC=CC=C1)C (toluene). Product: CC=1SC(=C(N1)CC)C(=O)Cl (2-methyl-4-ethylthiazole-5-carboxylic acid chloride). RXN SMILES: [CH3:1][C:2]1[S:3][C:4]([C:9]([OH:11])=O)=[C:5]([CH2:7][CH3:8])[N:6]=1.C(Cl)([Cl:14])=O>C1(C)C=CC=CC=1>[CH3:1][C:2]1[S:3][C:4]([C:9]([Cl:14])=[O:11])=[C:5]([CH2:7][CH3:8])[N:6]=1. Procedure details: In a similar apparatus to Example 1, 8.6 g (0.05 mole) of 2-methyl-4-ethylthiazole-5carboxylic acid were suspended in 200 ml of toluene. Under heating and reflux, phosgene was blown at a rate of 340 ml/hr for 12 hours (0.18 mole). After completion of the reaction, the reaction mixture was filtered and the filtrate was concentrated to obtain 9.2 g of 2-methyl-4-ethylthiazole-5-carboxylic acid chloride. Its purity and yield were 96.0% and 96.6%, respectively. NMR (δCDCl 3/TMS, ppm): 1.25(3H,t,J=8H... Reactants: CCCCCCCCCCCCCCCCCC(=O)OCCCC, CCCCO, CCCCCCCCCCCCCCCCCC(=O)O, CCCCOS(C)(=O)=O, CS(=O)(=O)O, [K+], [OH-]. Yields the product CCCCCCCCCCCCCCCCCC(=O)[O-], [K+]. RXN SMILES: [C:1]([CH2:2][CH2:3][CH2:4][CH2:5][CH2:6][CH2:7][CH2:8][CH2:9][CH2:10][CH2:11][CH2:12][CH2:13][CH2:14][CH2:15][CH2:16][CH2:17][CH3:18])(=[O:19])[O:20][CH2:21][CH2:22][CH2:23][CH3:24].[CH2:61]([OH:62])[CH2:63][CH2:64][CH3:65].[CH3:25][CH2:26][CH2:27][CH2:28][CH2:29][CH2:30][CH2:31][CH2:32][CH2:33][CH2:34][CH2:35][CH2:36][CH2:37][CH2:38][CH2:39][CH2:40][CH2:41][C:42](=[O:43])[OH:44].[CH3:45][S:46]([O:47][CH2:48][CH2:49][CH2:50][CH3:51])(=[O:52])=[O:53].[CH3:56][S:57](=[O:58])(=[O:59])[OH:60].[K+:55].[OH-:54]>>[C:1]([CH2:2][CH2:3][CH2:4][CH2:5][CH2:6][CH2:7][CH2:8][CH2:9][CH2:10][CH2:11][CH2:12][CH2:13][CH2:14][CH2:15][CH2:16][CH2:17][CH3:18])(=[O:19])[O-:20].[K+:55]. Starting materials: OC1=NC=CC=C1NC=1C2=C(N=CN1)SC(=C2C)C(=O)OC (methyl 4-(2-hydroxypyridin-3-ylamino)-5-methylthieno[2,3-d]pyrimidine-6-carboxylate), OC(CNC(OC(C)(C)C)=O)C (tert-butyl N-(2-hydroxypropyl)-carbamate). Product: C(C)(C)(C)OC(=O)NCC(C)OC1=NC=CC=C1NC=1C2=C(N=CN1)SC(=C2C)C(=O)OC (Methyl 4-(2-(1-(tert-butoxycarbonylamino)propan-2-yloxy)pyridin-3-ylamino)-5-methyl-thieno[2,3-d]pyrimidine-6-carboxylate). Reaction SMILES: [OH:1][C:2]1[C:7]([NH:8][C:9]2[C:10]3[C:17]([CH3:18])=[C:16]([C:19]([O:21][CH3:22])=[O:20])[S:15][C:11]=3[N:12]=[CH:13][N:14]=2)=[CH:6][CH:5]=[CH:4][N:3]=1.O[CH:24]([CH3:34])[CH2:25][NH:26][C:27](=[O:33])[O:28][C:29]([CH3:32])([CH3:31])[CH3:30]>>[C:29]([O:28][C:27]([NH:26][CH2:25][CH:24]([O:1][C:2]1[C:7]([NH:8][C:9]2[C:10]3[C:17]([CH3:18])=[C:16]([C:19]([O:21][CH3:22])=[O:20])[S:15][C:11]=3[N:12]=[CH:13][N:14]=2)=[CH:6][CH:5]=[CH:4][N:3]=1)[CH3:34])=[O:33])([CH3:32])([CH3:31])[CH3:30]. Procedure details: Prepared analogously to example 9.1 using methyl 4-(2-hydroxypyridin-3-ylamino)-5-methylthieno[2,3-d]pyrimidine-6-carboxylate and tert-butyl N-(2-hydroxypropyl)-carbamate. Reactants: C1(=CC=CC=C1)[Mg]Cl (phenylmagnesium chloride), C1CCOC1 (THF), BrC=1C=NC=C(C1)Br (3,5-dibromopyridine), [Cl-].[NH4+] (ammonium chloride). The reagents and catalysts are [Cl-].[Zn+2].[Cl-] (zinc chloride), [Pd](Cl)Cl.C1(=CC=CC=C1)P(C1=CC=CC=C1)[C-]1C=CC=C1.[C-]1(C=CC=C1)P(C1=CC=CC=C1)C1=CC=CC=C1.[Fe+2] (bis(diphenylphosphino)ferrocene palladium dichloride), [Cu](I)I (copper iodide). Run at temperature 50 celsius. Product: BrC=1C=NC=C(C1)CC1=CC=CC=C1 (3-Bromo-5-benzylpyridine). Isolated yield 33.0%. Reaction SMILES: [C:1]1([Mg]Cl)[CH:6]=[CH:5][CH:4]=[CH:3][CH:2]=1.Br[C:10]1[CH:11]=[N:12][CH:13]=[C:14]([Br:16])[CH:15]=1.[Cl-].[NH4+].[CH2:19]1COCC1>[Cl-].[Zn+2].[Cl-].[Cu](I)I.[Pd](Cl)Cl.C1(P([C-]2C=CC=C2)C2C=CC=CC=2)C=CC=CC=1.[C-]1(P(C2C=CC=CC=2)C2C=CC=CC=2)C=CC=C1.[Fe+2]>[Br:16][C:14]1[CH:13]=[N:12][CH:11]=[C:10]([CH2:19][C:1]2[CH:6]=[CH:5][CH:4]=[CH:3][CH:2]=2)[CH:15]=1 |f:2.3,5.6.7,9.10.11.12|. Reported procedure: A dry flask under nitrogen was charged with zinc chloride (16 mL, 0.5 M in THF, 8 mmol), and a solution of phenylmagnesium chloride (4 mL, 2.0 M in THF, 8 mmol). The mixture was heated to 50° C. for 3 h then cooled to room temperature and transferred via cannula to a solution of 3,5-dibromopyridine (1.26 g, 5.3 mmol), copper iodide (61 mg, 0.32 mmol), and bis(diphenylphosphino)ferrocene palladium dichloride (218 mg, 0.27 mmol) in 15 mL THF. The resulting mixture was heated to 50° C. overnight. S... The reactants are CC(C)c1onc(-c2c(Cl)cccc2Cl)c1COc1ccc(CO)c(Cl)c1, ClCCl, O=S(Cl)Cl. Yields the product CC(C)c1onc(-c2c(Cl)cccc2Cl)c1COc1ccc(CCl)c(Cl)c1. Reaction SMILES: [Cl:1][c:2]1[c:3]([CH2:26][OH:27])[cH:4][cH:5][c:6]([O:8][CH2:9][c:10]2[c:11](-[c:18]3[c:19]([Cl:25])[cH:20][cH:21][cH:22][c:23]3[Cl:24])[n:12][o:13][c:14]2[CH:15]([CH3:16])[CH3:17])[cH:7]1.[Cl:32][CH2:33][Cl:34].[S:28]([Cl:29])([Cl:30])=[O:31]>>[Cl:1][c:2]1[c:3]([CH2:26][Cl:30])[cH:4][cH:5][c:6]([O:8][CH2:9][c:10]2[c:11](-[c:18]3[c:19]([Cl:25])[cH:20][cH:21][cH:22][c:23]3[Cl:24])[n:12][o:13][c:14]2[CH:15]([CH3:16])[CH3:17])[cH:7]1.